This data is from the Open Reaction Database (ORD), a public repository of structured organic reaction records. The task is: describe an organic reaction: reactants, conditions, products, and yield The reactants are O=C1N(CN(C12CCNCC2)C2=CC=CC=C2)CC=2C=C(C(=O)OC(C)(C)C)C=CC2 (tert-butyl 3-((4-oxo-1-phenyl-1,3,8-triazaspiro[4.5]decan-3-yl)methyl)benzoate), C([O-])([O-])=O.[K+].[K+] (potassium carbonate), [I-].[Na+] (sodium iodide), ClCCCN1C(N(C2=C1C=CC=C2)C2CC2)=O (1-(3-chloropropyl)-3-cyclopropyl-1H-benzo[d]imidazol-2(3H)-one). Solvent: CC(CC)=O (2-butanone). Conditions: temperature 78 celsius, time 18 hour. Product: C1(CC1)N1C(N(C2=C1C=CC=C2)CCCN2CCC1(C(N(CN1C1=CC=CC=C1)CC=1C=C(C(=O)OC(C)(C)C)C=CC1)=O)CC2)=O (tert-butyl 3-((8-(3-(3-cyclopropyl-2-oxo-2,3-dihydro-1H-benzo[d]imidazol-1-yl)propyl)-4-oxo-1-phenyl-1,3,8-triazaspiro[4.5]decan-3-yl)methyl)benzoate). Isolated yield 90.4%. RXN SMILES: [O:1]=[C:2]1[C:6]2([CH2:11][CH2:10][NH:9][CH2:8][CH2:7]2)[N:5]([C:12]2[CH:17]=[CH:16][CH:15]=[CH:14][CH:13]=2)[CH2:4][N:3]1[CH2:18][C:19]1[CH:20]=[C:21]([CH:29]=[CH:30][CH:31]=1)[C:22]([O:24][C:25]([CH3:28])([CH3:27])[CH3:26])=[O:23].C(=O)([O-])[O-].[K+].[K+].[I-].[Na+].Cl[CH2:41][CH2:42][CH2:43][N:44]1[C:48]2[CH:49]=[CH:50][CH:51]=[CH:52][C:47]=2[N:46]([CH:53]2[CH2:55][CH2:54]2)[C:45]1=[O:56]>CC(=O)CC>[CH:53]1([N:46]2[C:47]3[CH:52]=[CH:51][CH:50]=[CH:49][C:48]=3[N:44]([CH2:43][CH2:42][CH2:41][N:9]3[CH2:10][CH2:11][C:6]4([N:5]([C:12]5[CH:13]=[CH:14][CH:15]=[CH:16][CH:17]=5)[CH2:4][N:3]([CH2:18][C:19]5[CH:20]=[C:21]([CH:29]=[CH:30][CH:31]=5)[C:22]([O:24][C:25]([CH3:28])([CH3:26])[CH3:27])=[O:23])[C:2]4=[O:1])[CH2:7][CH2:8]3)[C:45]2=[O:56])[CH2:55][CH2:54]1 |f:1.2.3,4.5|. Reported procedure: To a solution of tert-butyl 3-((4-oxo-1-phenyl-1,3,8-triazaspiro[4.5]decan-3-yl)methyl)benzoate (0.2 g, 0.47 mmol), potassium carbonate (0.097 g, 0.7 mmol) and sodium iodide (0.021 g, 0.14 mmol) in 2-butanone (5 mL), was added 1-(3-chloropropyl)-3-cyclopropyl-1H-benzo[d]imidazol-2(3H)-one (0.119 g, 0.47 mmol). After stirring at 78° C. for 18 hours, the reaction mixture was filtered, concentrated and isolated by preparatory TLC (10% methanol/dichloromethane) to obtain the title compound (0.27 g, ... The reactants are C1(=CC=CC=C1)CCCC=O (4-Phenyl-1-butanal), C1(=CC=CC=C1)CCC[Mg]Br (3-Phenyl-1-propylmagnesium bromide). The solvent is C1CCOC1 (THF). Conditions: temperature 0 celsius, time 0.5 hour. The product is C1(=CC=CC=C1)CCCC(CCCC1=CC=CC=C1)O (1,7-Diphenyl-4-heptanol). Isolated yield 88.8%. RXN SMILES: [C:1]1([CH2:7][CH2:8][CH2:9][CH:10]=[O:11])[CH:6]=[CH:5][CH:4]=[CH:3][CH:2]=1.[C:12]1([CH2:18][CH2:19][CH2:20][Mg]Br)[CH:17]=[CH:16][CH:15]=[CH:14][CH:13]=1>C1COCC1>[C:1]1([CH2:7][CH2:8][CH2:9][CH:10]([OH:11])[CH2:20][CH2:19][CH2:18][C:12]2[CH:17]=[CH:16][CH:15]=[CH:14][CH:13]=2)[CH:6]=[CH:5][CH:4]=[CH:3][CH:2]=1. Procedure: To a solution of 700 mg (4.7 mmol) of 4-phenyl-1-butanal (119) in 5.0 mL of THF at 0° C. was added 10.0 mL (5.0 mmol) of 3-phenyl-1-propylmagnesium bromide (120) and the resulting mixture was stirred at 0° C. for 0.5 h. The mixture was then quenched by the dropwise addition of saturated NH4Cl and diluted with ether. The phases were separated and the organic layer was washed with water and brine and then dried over MgSO4. Concentration gave 1.12 g of the alcohol 121 as an oil. 1H NMR spectrum was... The reactants are C(=O)([O-])[O-].[K+].[K+] (K2CO3), C(C#C)Br (propargyl bromide), C1(=CC=CC=C1)C (toluene), COC(C1=CC(=CC=C1)O)=O (3-hydroxy-benzoic acid methyl ester). Run in CCOCC (ether), O (Water), CN(C)C=O (DMF). Conditions: time 4 hour. Product: COC(C1=CC(=CC=C1)OCC#C)=O (3-prop-2-ynyloxy-benzoic Acid Methyl Ester). RXN SMILES: [CH2:1](Br)[C:2]#[CH:3].C1(C)C=CC=CC=1.[CH3:12][O:13][C:14](=[O:22])[C:15]1[CH:20]=[CH:19][CH:18]=[C:17]([OH:21])[CH:16]=1.C([O-])([O-])=O.[K+].[K+]>CN(C=O)C.CCOCC.O>[CH3:12][O:13][C:14](=[O:22])[C:15]1[CH:20]=[CH:19][CH:18]=[C:17]([O:21][CH2:3][C:2]#[CH:1])[CH:16]=1 |f:3.4.5|. Procedure details: A solution of propargyl bromide in toluene (80%, 68.7 mmol, 7.40 mL) is added to a solution of 3-hydroxy-benzoic acid methyl ester (48.6 mmol) in DMF (45 mL). K2CO3 is added and the mixture is stirred at RT for 4 h. Water and ether are added, the layers are separated and the organic layer is washed with aq. NaOH solution (5%) and brine. The solvents are removed in vacuo to give the desired ester as a pale yellow solid. 1H-NMR (CDCl3): δ=2.56 (s, 1H); 3.94 (s, 3H); 4.76 (s, 2H); 7.20 (d, J=8.04 H... Starting materials: CC(C)(C)OC(=O)N=[N+]=[N-], CN=C(NC)N(C)C, CN(C)C=O, Cl, NC(CCCC(=O)O)Cc1ccccc1. Yields the product CC(C)(C)OC(=O)NC(CCCC(=O)O)Cc1ccccc1. Reaction SMILES: [C:25]([CH3:26])([CH3:27])([CH3:28])[O:29][C:30](=[O:31])[N:32]=[N+:33]=[N-:34].[CH3:17][NH:18][C:19](=[N:20][CH3:21])[N:22]([CH3:23])[CH3:24].[CH3:35][N:36]([CH3:37])[CH:38]=[O:39].[ClH:1].[NH2:2][CH:3]([CH2:4][CH2:5][CH2:6][C:7](=[O:8])[OH:9])[CH2:10][c:11]1[cH:12][cH:13][cH:14][cH:15][cH:16]1>>[NH:2]([CH:3]([CH2:4][CH2:5][CH2:6][C:7](=[O:8])[OH:9])[CH2:10][c:11]1[cH:12][cH:13][cH:14][cH:15][cH:16]1)[C:30]([O:29][C:25]([CH3:26])([CH3:27])[CH3:28])=[O:31]. Reaction conditions: time 2 hour. As a reaction SMILES: C[O:2][C:3](=[O:33])[CH2:4][O:5][C:6]1[CH:15]=[CH:14][CH:13]=[C:12]2[C:7]=1[CH2:8][CH2:9][CH2:10][CH:11]2[C:16]([N:18]([CH2:26][C:27]1[CH:32]=[CH:31][CH:30]=[CH:29][CH:28]=1)[CH2:19][C:20]1[CH:25]=[CH:24][CH:23]=[CH:22][CH:21]=1)=[O:17].[OH-].[Na+]>C(COC)OC.CO>[CH2:26]([N:18]([CH2:19][C:20]1[CH:25]=[CH:24][CH:23]=[CH:22][CH:21]=1)[C:16]([CH:11]1[C:12]2[C:7](=[C:6]([O:5][CH2:4][C:3]([OH:33])=[O:2])[CH:15]=[CH:14][CH:13]=2)[CH2:8][CH2:9][CH2:10]1)=[O:17])[C:27]1[CH:32]=[CH:31][CH:30]=[CH:29][CH:28]=1 |f:1.2|. Yields the product C(C1=CC=CC=C1)N(C(=O)C1CCCC2=C(C=CC=C12)OCC(=O)O)CC1=CC=CC=C1 ((1-Dibenzylaminocarbonyl-1,2,3,4-tetrahydronaphthalen-5-yl)oxyacetic acid). Reactants: COC(COC1=C2CCCC(C2=CC=C1)C(=O)N(CC1=CC=CC=C1)CC1=CC=CC=C1)=O (Methyl(1-dibenzylaminocarbonyl-1,2,3,4-tetrahydronaphthalen-5-yl)oxyacetate), aqueous solution, [OH-].[Na+] (sodium hydroxide). Run in C(OC)COC (dimethoxyethane), CO (methanol). Reported procedure: To a solution of the compound prepared in example 1 (204 mg) in dimethoxyethane (3 ml) and methanol (2 ml) was added 1N aqueous solution of sodium hydroxide. After stirred for 2 h, the mixture was quenched by addition of 1N hydrochloric acid. The mixture was extracted with ethyl acetate. The extract was washed with water and a saturated aqueous solution of sodium chloride, dried over anhydrous magnesium salfate, and evaporated. The residue was purified by silica gel column chromatography (ethyl ... Yield: 86.6%. Reactants: ClCCl, OCC1COC(C(F)(F)C(F)(F)C(F)(F)F)(C(F)(F)C(F)(F)C(F)(F)F)O1, N#CO[Na], O. Yields the product NC(=O)OCC1COC(C(F)(F)C(F)(F)C(F)(F)F)(C(F)(F)C(F)(F)C(F)(F)F)O1. As a reaction SMILES: [CH2:33]([Cl:34])[Cl:35].[F:1][C:2]([C:3]([C:4]1([C:11]([C:12]([C:13]([F:14])([F:15])[F:16])([F:17])[F:18])([F:19])[F:20])[O:5][CH2:6][CH:7]([CH2:9][OH:10])[O:8]1)([F:21])[F:22])([C:23]([F:24])([F:25])[F:26])[F:27].[Na:28][O:29][C:30]#[N:31].[OH2:32]>>[F:1][C:2]([C:3]([C:4]1([C:11]([C:12]([C:13]([F:14])([F:15])[F:16])([F:17])[F:18])([F:19])[F:20])[O:5][CH2:6][CH:7]([CH2:9][O:10][C:30](=[O:29])[NH2:31])[O:8]1)([F:21])[F:22])([C:23]([F:24])([F:25])[F:26])[F:27]. The reactants are CC(=O)Cl, CO, NC(CC(=O)O)c1ccc(OC(F)F)c(OCC2CC2)c1. The product is COC(=O)CC(N)c1ccc(OC(F)F)c(OCC2CC2)c1. As a reaction SMILES: [CH3:22][C:23](=[O:24])[Cl:25].[CH3:26][OH:27].[NH2:1][CH:2]([CH2:3][C:4](=[O:5])[OH:6])[c:7]1[cH:8][c:9]([O:17][CH2:18][CH:19]2[CH2:20][CH2:21]2)[c:10]([O:13][CH:14]([F:15])[F:16])[cH:11][cH:12]1>>[NH2:1][CH:2]([CH2:3][C:4]([O:5][CH3:22])=[O:6])[c:7]1[cH:8][c:9]([O:17][CH2:18][CH:19]2[CH2:20][CH2:21]2)[c:10]([O:13][CH:14]([F:15])[F:16])[cH:11][cH:12]1. The reactants are CCO, COc1ccc(Cl)c(N)c1, FC(F)(F)c1cc(Cl)nc(-c2ccccc2)n1, Cl, [Na+], [OH-], O. Yields the product COc1ccc(Cl)c(Nc2cc(C(F)(F)F)nc(-c3ccccc3)n2)c1. Reaction SMILES: [CH2:31]([OH:32])[CH3:33].[Cl:19][c:20]1[c:21]([NH2:22])[cH:23][c:24]([O:27][CH3:28])[cH:25][cH:26]1.[Cl:1][c:2]1[n:3][c:4](-[c:12]2[cH:13][cH:14][cH:15][cH:16][cH:17]2)[n:5][c:6]([C:8]([F:9])([F:10])[F:11])[cH:7]1.[ClH:18].[Na+:30].[OH-:29].[OH2:34]>>[c:2]1([NH:22][c:21]2[c:20]([Cl:19])[cH:26][cH:25][c:24]([O:27][CH3:28])[cH:23]2)[n:3][c:4](-[c:12]2[cH:13][cH:14][cH:15][cH:16][cH:17]2)[n:5][c:6]([C:8]([F:9])([F:10])[F:11])[cH:7]1. The reactants are ClC1=C2C(=NC(=N1)N(C(=O)OC(C)(C)C)C(=O)OC(C)(C)C)N(N=C2CC2OC(OC2)(C)C)CC2=CC=C(C=C2)OC (di-tert-butyl {4-chloro-3-[(2,2-dimethyl-1,3-dioxolan-4-yl)methyl]-1-(4-methoxybenzyl)-1H-pyrazolo[3,4-d]pyrimidin-6-yl}imidodicarbonate), C1(=CC=C(C=C1)S(=O)(=O)[O-])C.[NH+]1=CC=CC=C1 (Pyridinium p-toluenesulfonate). Solvent: CO (methanol). Reaction conditions: time 16 hour. Yields the product ClC1=C2C(=NC(=N1)N(C(=O)OC(C)(C)C)C(=O)OC(C)(C)C)N(N=C2CC(CO)O)CC2=CC=C(C=C2)OC (Di-tert-butyl {4-chloro-3-(2,3-dihydroxypropyl)-1-(4-methoxybenzyl)-1H-pyrazolo[3,4-d]pyrimidin-6-yl}imidodicarbonate). The yield is 94.9%. Reaction SMILES: [Cl:1][C:2]1[N:7]=[C:6]([N:8]([C:16]([O:18][C:19]([CH3:22])([CH3:21])[CH3:20])=[O:17])[C:9]([O:11][C:12]([CH3:15])([CH3:14])[CH3:13])=[O:10])[N:5]=[C:4]2[N:23]([CH2:34][C:35]3[CH:40]=[CH:39][C:38]([O:41][CH3:42])=[CH:37][CH:36]=3)[N:24]=[C:25]([CH2:26][CH:27]3[CH2:31][O:30]C(C)(C)[O:28]3)[C:3]=12.C1(C)C=CC(S([O-])(=O)=O)=CC=1.[NH+]1C=CC=CC=1>CO>[Cl:1][C:2]1[N:7]=[C:6]([N:8]([C:16]([O:18][C:19]([CH3:20])([CH3:21])[CH3:22])=[O:17])[C:9]([O:11][C:12]([CH3:14])([CH3:15])[CH3:13])=[O:10])[N:5]=[C:4]2[N:23]([CH2:34][C:35]3[CH:36]=[CH:37][C:38]([O:41][CH3:42])=[CH:39][CH:40]=3)[N:24]=[C:25]([CH2:26][CH:27]([OH:28])[CH2:31][OH:30])[C:3]=12 |f:1.2|. Procedure: The above di-tert-butyl {4-chloro-3-[(2,2-dimethyl-1,3-dioxolan-4-yl)methyl]-1-(4-methoxybenzyl)-1H-pyrazolo[3,4-d]pyrimidin-6-yl}imidodicarbonate (22 g) was dissolved in methanol (400 ml). Pyridinium p-toluenesulfonate (10 g) was added and the mixture was stirred at room temperature for 16 hours. The reaction solution was concentrated, and water (100 ml) was added to the resulting residue, followed by extraction with ethyl acetate (500 ml). The organic layer was washed with brine, and then drie...